describe an organic reaction: reactants, conditions, products, and yield From a dataset of the Open Reaction Database (ORD), a public repository of structured organic reaction records. Reactants: CCCC(O)(CCC)c1c(C)nc(-c2c(CC)cccc2CC)nc1OC, O=S(Cl)Cl, c1ccncc1. The product is CCC=C(CCC)c1c(C)nc(-c2c(CC)cccc2CC)nc1OC. As a reaction SMILES: [CH2:1]([CH3:2])[c:3]1[c:4](-[c:11]2[n:12][c:13]([CH3:27])[c:14]([C:19]([CH2:20][CH2:21][CH3:22])([CH2:23][CH2:24][CH3:25])[OH:26])[c:15]([O:17][CH3:18])[n:16]2)[c:5]([CH2:9][CH3:10])[cH:6][cH:7][cH:8]1.[S:28]([Cl:29])([Cl:30])=[O:31].[cH:32]1[cH:33][cH:34][n:35][cH:36][cH:37]1>>[CH2:1]([CH3:2])[c:3]1[c:4](-[c:11]2[n:12][c:13]([CH3:27])[c:14]([C:19](=[CH:20][CH2:21][CH3:22])[CH2:23][CH2:24][CH3:25])[c:15]([O:17][CH3:18])[n:16]2)[c:5]([CH2:9][CH3:10])[cH:6][cH:7][cH:8]1. Starting materials: O (Water), N1=C(C=CC=C1)C=O (pyridine-2-carboxaldehyde), [OH-].[Na+] (sodium hydroxide), CC(=O)C1=CC=C(C=C1)OCC2=CC=CC=C2 (4-benzyloxyacetophenone). Solvent: CN(C)C=O (DMF), CN(C)C=O (DMF). Run at time 1.5 hour. Yields the product C1(=CC=CC=C1)COC1=CC=C(C=C1)C(C=CC1=NC=CC=C1)=O (1-[4-(Phenylmethoxy)phenyl]-3-(2-pyridinyl)-2-propen-1-one). Yield: 72.8%. As a reaction SMILES: [N:1]1[CH:6]=[CH:5][CH:4]=[CH:3][C:2]=1[CH:7]=O.[OH-].[Na+].[CH3:11][C:12]([C:14]1[CH:19]=[CH:18][C:17]([O:20][CH2:21][C:22]2[CH:27]=[CH:26][CH:25]=[CH:24][CH:23]=2)=[CH:16][CH:15]=1)=[O:13].O>CN(C=O)C>[C:22]1([CH2:21][O:20][C:17]2[CH:16]=[CH:15][C:14]([C:12](=[O:13])[CH:11]=[CH:7][C:2]3[CH:3]=[CH:4][CH:5]=[CH:6][N:1]=3)=[CH:19][CH:18]=2)[CH:23]=[CH:24][CH:25]=[CH:26][CH:27]=1 |f:1.2|. Reported procedure: A sample of a 42.4 g (0.4 mole) of pyridine-2-carboxaldehyde was added to a solution of 83.6 mL of 10% sodium hydroxide and 100 mL of DMF at 10° C. Then a solution of 47.2 g (0.21 mole) of 4-benzyloxyacetophenone in 300 mL of DMF was added slowly over a period of 1 hr to the mixture keeping the temperature of the reaction mixture at 5°-13° C. After 1.5 hr, the reaction mixture was allowed to warm to room temperature. Water was added, and the product precipitated out as a solid. The solid was cry... Reactants: ice, COC(CC1=C(SC=C1)C1=CC=CC=C1)=O ((2-Phenylthiophene-3-yl)acetic acid methyl ester), ClC1=CC=C(C(=O)Cl)C=C1 (4-chlorobenzoyl chloride), [Al+3].[Cl-].[Cl-].[Cl-] (AlCl3). The solvent is C(Cl)Cl (CH2Cl2). Conditions: time 8 hour. Product: COC(CC1=C(SC(=C1)C(C1=CC=C(C=C1)Cl)=O)C1=CC=CC=C1)=O ([5-(4-chlorobenzoyl)-2-phenylthiophene-3-yl]acetic acid methyl ester). Isolated yield 49.0%. As a reaction SMILES: [CH3:1][O:2][C:3](=[O:16])[CH2:4][C:5]1[CH:9]=[CH:8][S:7][C:6]=1[C:10]1[CH:15]=[CH:14][CH:13]=[CH:12][CH:11]=1.[Cl:17][C:18]1[CH:26]=[CH:25][C:21]([C:22](Cl)=[O:23])=[CH:20][CH:19]=1.[Al+3].[Cl-].[Cl-].[Cl-]>C(Cl)Cl>[CH3:1][O:2][C:3](=[O:16])[CH2:4][C:5]1[CH:9]=[C:8]([C:22](=[O:23])[C:21]2[CH:25]=[CH:26][C:18]([Cl:17])=[CH:19][CH:20]=2)[S:7][C:6]=1[C:10]1[CH:11]=[CH:12][CH:13]=[CH:14][CH:15]=1 |f:2.3.4.5|. Reported procedure: To a stirred solution of 0.05 g (0.22 mmol) of 15 and 27 uL (0.22 mmol) of 4-chlorobenzoyl chloride in 5 mL of dry CH2Cl2 was added 15 mg (0.11 mmol) of AlCl3 in three portions at room temperature. The resulting mixture was stirred overnight. The reaction mixture was slowly poured onto 5 g of ice and allowed to warm to room temperature. The organic layer was dried over MgSO4, filtered, and concentrated in vacuo. The residue was purified by flash chromatography (EtOAc/Hex 1:9) to give 0.04 g (50%... Reactants: ClC1=C(C(=O)O)C=CC=C1Cl (2,3-dichlorobenzoic acid), C12N(CC(CC1)C2)C(CN)C=2C=NC(=NC2)C (2-(2-azabicyclo[2.2.1]heptan-2-yl)-2-(2-methylpyrimidin-5-yl)ethanamine). Yields the product C12N(CC(CC1)C2)C(CNC(C2=C(C(=CC=C2)Cl)Cl)=O)C=2C=NC(=NC2)C (N-(2-(2-azabicyclo[2.2.1]heptan-2-yl)-2-(2-methylpyrimidin-5-yl)ethyl)-2,3-dichlorobenzamide). RXN SMILES: [Cl:1][C:2]1[C:10]([Cl:11])=[CH:9][CH:8]=[CH:7][C:3]=1[C:4]([OH:6])=O.[CH:12]12[CH2:18][CH:15]([CH2:16][CH2:17]1)[CH2:14][N:13]2[CH:19]([C:22]1[CH:23]=[N:24][C:25]([CH3:28])=[N:26][CH:27]=1)[CH2:20][NH2:21]>>[CH:12]12[CH2:18][CH:15]([CH2:16][CH2:17]1)[CH2:14][N:13]2[CH:19]([C:22]1[CH:27]=[N:26][C:25]([CH3:28])=[N:24][CH:23]=1)[CH2:20][NH:21][C:4](=[O:6])[C:3]1[CH:7]=[CH:8][CH:9]=[C:10]([Cl:11])[C:2]=1[Cl:1]. Procedure details: From 2,3-dichlorobenzoic acid and 2-(2-azabicyclo[2.2.1]heptan-2-yl)-2-(2-methylpyrimidin-5-yl)ethanamine.